Task: describe an organic reaction: reactants, conditions, products, and yield. Dataset: the Open Reaction Database (ORD), a public repository of structured organic reaction records The reactants are C(C1=CC=CC=C1)C(C(C(=O)O)(O)CC)C(=O)O (3-Benzyl-2-ethyl-2-hydroxysuccinic acid). Solvent: C(C)(=O)OC(C)=O (acetic anhydride). Run at temperature 110 celsius, time 15 hour. Yields the product C(C1=CC=CC=C1)/C=1/C(=O)OC(\C1\CC)=O (2-Benzyl-3-ethylmaleic anhydride). Isolated yield 79.0%. RXN SMILES: [CH2:1]([CH:8]([C:16]([OH:18])=[O:17])[C:9]([CH2:14][CH3:15])(O)[C:10]([OH:12])=O)[C:2]1[CH:7]=[CH:6][CH:5]=[CH:4][CH:3]=1>C(OC(=O)C)(=O)C>[CH2:1]([C:8]1[C:16]([O:18][C:10](=[O:12])[C:9]=1[CH2:14][CH3:15])=[O:17])[C:2]1[CH:3]=[CH:4][CH:5]=[CH:6][CH:7]=1. Procedure details: The 3-Benzyl-2-ethyl-2-hydroxysuccinic acid obtained was dissolved in acetic anhydride (35 mL) and stirred at 110° C. for 15 h. The residue obtained by evaporating the acetic anhydride of the reaction mixture under reduced pressure was subjected to silica gel column chromatography (hexane-toluene-ethyl acetate 8:3:1) to give 619 mg of the title compound as oil (yield: 79%).